From a dataset of the Open Reaction Database (ORD), a public repository of structured organic reaction records. describe an organic reaction: reactants, conditions, products, and yield The reactants are FC1=CC=C(NC2=C(C(=O)OC(C)(C)C)C=CC(=C2)C=2C=C3C=CN(C3=CC2)C)C=C1 (tert-butyl 2-(4-fluoroanilino)-4-(1-methyl-1H-indol-5-yl)benzoate), O1CCOCC1 (dioxane), CO (methanol), [OH-].[Na+] (sodium hydroxide), [OH-].[Na+] (sodium hydroxide), [OH-].[Na+] (sodium hydroxide), [OH-].[Na+] (sodium hydroxide), [OH-].[Na+] (sodium hydroxide). The solvent is O (water), C1(=CC=CC=C1)C (toluene). Run at temperature 50 celsius, time 2 hour. Product: FC1=CC=C(NC2=C(C(=O)O)C=CC(=C2)C=2C=C3C=CN(C3=CC2)C)C=C1 (2-(4-fluoroanilino)-4-(1-methyl-1H-indol-5-yl)benzoic acid). Reaction SMILES: [F:1][C:2]1[CH:31]=[CH:30][C:5]([NH:6][C:7]2[CH:19]=[C:18]([C:20]3[CH:21]=[C:22]4[C:26](=[CH:27][CH:28]=3)[N:25]([CH3:29])[CH:24]=[CH:23]4)[CH:17]=[CH:16][C:8]=2[C:9]([O:11]C(C)(C)C)=[O:10])=[CH:4][CH:3]=1.O1CCOCC1.CO.[OH-].[Na+]>O.C1(C)C=CC=CC=1>[F:1][C:2]1[CH:31]=[CH:30][C:5]([NH:6][C:7]2[CH:19]=[C:18]([C:20]3[CH:21]=[C:22]4[C:26](=[CH:27][CH:28]=3)[N:25]([CH3:29])[CH:24]=[CH:23]4)[CH:17]=[CH:16][C:8]=2[C:9]([OH:11])=[O:10])=[CH:4][CH:3]=1 |f:3.4|. Reported procedure: To the obtained tert-butyl 2-(4-fluoroanilino)-4-(1-methyl-1H-indol-5-yl)benzoate were added dioxane 1.5 mL, methanol 1.5 mL and 2.0 mol/L sodium hydroxide aqueous solution 0.29 mL, and it was stirred at 50° C. for 2 hours. After the reaction mixture was cooled to room temperature, 2.0 mol/L sodium hydroxide aqueous solution 0.20 mL was added to it, and it was stirred at 55° C. for 1 hour and 30 minutes. Subsequently, 2.0 mol/L sodium hydroxide aqueous solution 0.29 mL was added, it was stirred ... Reactants: C(CCCCCCC\C=C/CCCCCCCC)S(=O)(=O)C1=CC=CC=C1 (oleylphenylsulfone), C(CCC)[Li] (butyl lithium), O1CCCC1 (tetrahydrofuran). Conditions: temperature -30 celsius, time 2 hour. Product: C1(=CC=CC=C1)S(=O)(=O)C(CCCCC)CCCCCCC\C=C/CCCCCCCC (6-phenylsulfonyl-cis-tricos-14-ene). Yield: 93.0%. As a reaction SMILES: [CH2:1]([S:19]([C:22]1[CH:27]=[CH:26][CH:25]=[CH:24][CH:23]=1)(=[O:21])=[O:20])[CH2:2][CH2:3][CH2:4][CH2:5][CH2:6][CH2:7][CH2:8]/[CH:9]=[CH:10]\[CH2:11][CH2:12][CH2:13][CH2:14][CH2:15][CH2:16][CH2:17][CH3:18].[CH2:28]([Li])[CH2:29][CH2:30][CH3:31].O1CCC[CH2:34]1>>[C:22]1([S:19]([CH:1]([CH2:2][CH2:3][CH2:4][CH2:5][CH2:6][CH2:7][CH2:8]/[CH:9]=[CH:10]\[CH2:11][CH2:12][CH2:13][CH2:14][CH2:15][CH2:16][CH2:17][CH3:18])[CH2:31][CH2:30][CH2:29][CH2:28][CH3:34])(=[O:21])=[O:20])[CH:27]=[CH:26][CH:25]=[CH:24][CH:23]=1. Procedure: 1.96 g (5.10- 3 mole) oleylphenylsulfone in solution in 10cm3 tetrahydrofuran are treated by the equivalent of butyl lithium at -78° C. The temperature is then allowed to rise progressively to 20° C. During this rise in temperature, the lithiated sulfone crystallises in the medium in the form of white crystals. The reaction mixture is once more cooled to -30° C. and 0.76 g (5.10-3 mole n. pentyl bromide in solution in 5 cm3 tetrahydrofuran are added thereto. After having kept the mixture at -30°... The reactants are CN1CCN(c2cncc(CC(=O)OC(C)(C)C)c2)CC1, Cl, C1COCCO1. The product is CN1CCN(c2cncc(CC(=O)O)c2)CC1. RXN SMILES: [C:1]([CH3:2])([CH3:3])([CH3:4])[O:5][C:6]([CH2:7][c:8]1[cH:9][n:10][cH:11][c:12]([N:14]2[CH2:15][CH2:16][N:17]([CH3:20])[CH2:18][CH2:19]2)[cH:13]1)=[O:21].[ClH:22].[O:23]1[CH2:24][CH2:25][O:26][CH2:27][CH2:28]1>>[O:5]=[C:6]([CH2:7][c:8]1[cH:9][n:10][cH:11][c:12]([N:14]2[CH2:15][CH2:16][N:17]([CH3:20])[CH2:18][CH2:19]2)[cH:13]1)[OH:21]. Reactants: COc1ccccc1S(=O)(=O)N(C)c1cccc2cc(C3=NCC(CC(=O)O)S3)[nH]c12, CCN=C=NCCCN(C)C, CCOC(C)=O, CN(C)C=O, Cl, OC1CCNCC1, On1nnc2ccccc21. Yields the product COc1ccccc1S(=O)(=O)N(C)c1cccc2cc(C3=NCC(CC(=O)N4CCC(O)CC4)S3)[nH]c12. As a reaction SMILES: [CH3:1][O:2][c:3]1[c:4]([S:9](=[O:10])(=[O:11])[N:12]([c:13]2[cH:14][cH:15][cH:16][c:17]3[cH:18][c:19]([C:22]4=[N:26][CH2:25][CH:24]([CH2:27][C:28](=[O:29])[OH:30])[S:23]4)[nH:20][c:21]23)[CH3:31])[cH:5][cH:6][cH:7][cH:8]1.[CH3:50][N:51]([CH3:52])[CH2:53][CH2:54][CH2:55][N:56]=[C:57]=[N:58][CH2:59][CH3:60].[CH3:61][CH2:62][O:63][C:64](=[O:65])[CH3:66].[CH3:67][N:68]([CH3:69])[CH:70]=[O:71].[ClH:49].[OH:32][CH:33]1[CH2:34][CH2:35][NH:36][CH2:37][CH2:38]1.[n:39]1([OH:40])[c:41]2[cH:42][cH:43][cH:44][cH:45][c:46]2[n:47][n:48]1>>[CH3:1][O:2][c:3]1[c:4]([S:9](=[O:10])(=[O:11])[N:12]([c:13]2[cH:14][cH:15][cH:16][c:17]3[cH:18][c:19]([C:22]4=[N:26][CH2:25][CH:24]([CH2:27][C:28](=[O:30])[N:36]5[CH2:35][CH2:34][CH:33]([OH:32])[CH2:38][CH2:37]5)[S:23]4)[nH:20][c:21]23)[CH3:31])[cH:5][cH:6][cH:7][cH:8]1. Reactants: NCCCN (1,3-diaminopropane), Cu II-acetylacetonate, [N+](=O)([O-])C1=C(C=CC=C1)N=NC1=C(C=CC(=C1)C)O (2-nitro-2'-hydroxy-5'-methyl-azobenzene). Run in CN(C=O)C (dimethylformamide), CN(C=O)C (dimethylformamide). Reaction conditions: temperature 100 celsius, time 3 hour. The product is OC1=C(C=C(C=C1)C)N1N=C2C(=N1)C=CC=C2 (2-(2'-hydroxy-5'-methylphenyl)-benzotriazole). Yield: 64.0%. As a reaction SMILES: NCCCN.[N+:6]([C:9]1[CH:14]=[CH:13][CH:12]=[CH:11][C:10]=1[N:15]=[N:16][C:17]1[CH:22]=[C:21]([CH3:23])[CH:20]=[CH:19][C:18]=1[OH:24])([O-])=O>CN(C)C=O>[OH:24][C:18]1[CH:19]=[CH:20][C:21]([CH3:23])=[CH:22][C:17]=1[N:16]1[N:15]=[C:10]2[CH:11]=[CH:12][CH:13]=[CH:14][C:9]2=[N:6]1. Procedure details: 11.6 g of 1,3-diaminopropane (0.16 mol) and 2.62 g of Cu-II-acetylacetonate are placed into 100 ml of dimethylformamide, and the whole is heated in an inert atmosphere to 100° C. A solution of 10 g of 2-nitro-2'-hydroxy-5'-methyl-azobenzene in 50 ml of dimethylformamide is then added, and after 3 hours the reaction is finished. The conversion to 2-(2'-hydroxy-5'-methylphenyl)-benzotriazole gives a yield of 64%. The reactants are Cc1ccc(C)c2c1C(=O)OC2=O, CC(=O)[O-], CC(=O)O, Cl, NC1CCC(=O)NC1=O, [Na+]. The product is Cc1ccc(C)c2c1C(=O)N(C1CCC(=O)NC1=O)C2=O. As a reaction SMILES: [CH3:1][c:2]1[c:3]2[c:4]([c:10]([CH3:13])[cH:11][cH:12]1)[C:5](=[O:6])[O:7][C:8]2=[O:9].[CH3:25][C:26](=[O:27])[O-:28].[CH3:29][C:30](=[O:31])[OH:32].[ClH:14].[NH2:15][CH:16]1[C:17](=[O:23])[NH:18][C:19](=[O:22])[CH2:20][CH2:21]1.[Na+:24]>>[CH3:1][c:2]1[c:3]2[c:4]([c:10]([CH3:13])[cH:11][cH:12]1)[C:5](=[O:7])[N:15]([CH:16]1[C:17](=[O:23])[NH:18][C:19](=[O:22])[CH2:20][CH2:21]1)[C:8]2=[O:9].